From a dataset of the Open Reaction Database (ORD), a public repository of structured organic reaction records. describe an organic reaction: reactants, conditions, products, and yield Reactants: NC=1C=C2CC(C(C2=C(C1Cl)Cl)=O)(C)C1CCCC1 (5-amino-6,7-dichloro-2-cyclopentyl-2,3-dihydro-2-methyl-1H-inden-1-one), C([O-])([O-])=O (carbonate), BrCC(=O)OCC (ethyl bromoacetate). Run in CC(=O)C (acetone). Conditions: time 8 hour. Yields the product ClC1=C(C=C2CC(C(C2=C1Cl)=O)(C)C1CCCC1)NCC(=O)O ([(6,7-dichloro-2-cyclo-pentyl-2,3-dihydro-2-methyl-1-oxo-1H-inden-5-yl)amino]acetic acid). Yield: 15.7%. As a reaction SMILES: [NH2:1][C:2]1[CH:3]=[C:4]2[C:8](=[C:9]([Cl:12])[C:10]=1[Cl:11])[C:7](=[O:13])[C:6]([CH:15]1[CH2:19][CH2:18][CH2:17][CH2:16]1)([CH3:14])[CH2:5]2.C(=O)([O-])[O-].Br[CH2:25][C:26]([O:28]CC)=[O:27]>CC(C)=O>[Cl:11][C:10]1[C:9]([Cl:12])=[C:8]2[C:4]([CH2:5][C:6]([CH:15]3[CH2:16][CH2:17][CH2:18][CH2:19]3)([CH3:14])[C:7]2=[O:13])=[CH:3][C:2]=1[NH:1][CH2:25][C:26]([OH:28])=[O:27]. Procedure: A mixture of 5-amino-6,7-dichloro-2-cyclopentyl-2,3-dihydro-2-methyl-1H-inden-1-one (800 mg), postassium carbonate (440 mg), and ethyl bromoacetate (540 mg) in acetone (20 ml) is heated at reflux overnight. The reaction mixture is filtered, the acetone is distilled at reduced pressure and the residual oil is dissolved in a mixture of ethanol (5 ml) and methylene chloride (5 ml) and treated with 10 N sodium hydroxide (2 ml). The mixture is stirred overnight, the solvents are distilled at reduced ... Starting materials: OC[C@@H](CC1=CC=CC=C1)N1C(C2=CC=CC=C2C1=O)=O ((R)-2-(1-hydroxymethyl-2-phenylethyl)isoindole-1,3-dione), CCN(CC)S(F)(F)F (DAST), C([O-])(O)=O.[Na+] (sodium bicarbonate), CCN(CC)S(F)(F)F (DAST). The solvent is C(Cl)Cl (methylene chloride). Yields the product FC[C@@H](CC1=CC=CC=C1)N1C(C2=CC=CC=C2C1=O)=O ((R)-2-(1-fluoromethyl-2-phenylethyl)isoindol-1,3-dione). Yield: 4.3%. Reaction SMILES: O[CH2:2][C@H:3]([N:11]1[C:19](=[O:20])[C:18]2[C:13](=[CH:14][CH:15]=[CH:16][CH:17]=2)[C:12]1=[O:21])[CH2:4][C:5]1[CH:10]=[CH:9][CH:8]=[CH:7][CH:6]=1.CCN(S(F)(F)[F:28])CC.C(=O)(O)[O-].[Na+]>C(Cl)Cl>[F:28][CH2:2][C@H:3]([N:11]1[C:19](=[O:20])[C:18]2[C:13](=[CH:14][CH:15]=[CH:16][CH:17]=2)[C:12]1=[O:21])[CH2:4][C:5]1[CH:10]=[CH:9][CH:8]=[CH:7][CH:6]=1 |f:2.3|. Procedure details: (R)-2-(1-hydroxymethyl-2-phenylethyl)isoindole-1,3-dione (1.20 g) was added to a methylene chloride (20 mL) solution of DAST (825 mg) at −78° C. and the reaction solution was agitated at room temperature. DAST (500 mg) was added to the reaction solution after 2 hours, and the reaction solution was agitated at 50° C. for 3 hours. Saturated sodium bicarbonate solution was added for reaction solution to the reaction solution after allowing the reaction solution to be cooled to room temperature, and... Reactants: BrCC(C=CC1=CC(=C(C=C1)[N+](=O)[O-])OCC1=CC=CC=C1)=O (4-bromo-1-(3-benzyloxy-4-nitrophenyl)but-1-en-3-one), NC1=NC=CC=C1 (2-aminopyridine), C(C)(=O)OCC (Ethyl acetate). Run in C(C)#N (acetonitrile). Reaction conditions: time 4 hour. Yields the product C(C1=CC=CC=C1)OC=1C=C(C=CC1[N+](=O)[O-])C=CC=1N=C2N(C=CC=C2)C1 (2-[2-(3-benzyloxy-4-nitrophenyl)vinyl]imidazo[1,2-a]pyridine). The yield is 73.9%. As a reaction SMILES: Br[CH2:2][C:3](=O)[CH:4]=[CH:5][C:6]1[CH:11]=[CH:10][C:9]([N+:12]([O-:14])=[O:13])=[C:8]([O:15][CH2:16][C:17]2[CH:22]=[CH:21][CH:20]=[CH:19][CH:18]=2)[CH:7]=1.[NH2:24][C:25]1[CH:30]=[CH:29][CH:28]=[CH:27][N:26]=1.C(OCC)(=O)C>C(#N)C>[CH2:16]([O:15][C:8]1[CH:7]=[C:6]([CH:5]=[CH:4][C:3]2[N:24]=[C:25]3[CH:30]=[CH:29][CH:28]=[CH:27][N:26]3[CH:2]=2)[CH:11]=[CH:10][C:9]=1[N+:12]([O-:14])=[O:13])[C:17]1[CH:22]=[CH:21][CH:20]=[CH:19][CH:18]=1. Procedure details: A mixture of 4-bromo-1-(3-benzyloxy-4-nitrophenyl)but-1-en-3-one (55.0 g) and 2-aminopyridine (42.3 g) in acetonitrile (380 ml) was stirred for 4 hours at ambient temperature. Ethyl acetate was added to the reaction mixture and the precipitate was collected by filtration. A mixture of water and ethyl acetate was added to the precipitate and the mixture was adjusted to pH 7.0 with 20% potassium carbonate. The precipitate was collected by filtration and washed with water to give 2-[2-(3-benzyloxy-... Reactants: COC1=CC=C(COC2=CN(C3=C(C=CC=C3C2=O)C#N)C)C=C1 (3-((4-methoxybenzyl)oxy)-1-methyl-4-oxo-1,4-dihydroquinoline-8-carbonitrile), [OH-].[Na+] (sodium hydroxide). Run in CO (methanol). The product is COC1=CC=C(COC2=CN(C3=C(C=CC=C3C2=O)C(=O)N)C)C=C1 (3-((4-methoxybenzyl)oxy)-1-methyl-4-oxo-1,4-dihydroquinoline-8-carboxamide). Yield: 65.5%. Reaction SMILES: [CH3:1][O:2][C:3]1[CH:24]=[CH:23][C:6]([CH2:7][O:8][C:9]2[C:18](=[O:19])[C:17]3[C:12](=[C:13]([C:20]#[N:21])[CH:14]=[CH:15][CH:16]=3)[N:11]([CH3:22])[CH:10]=2)=[CH:5][CH:4]=1.[OH-:25].[Na+]>CO>[CH3:1][O:2][C:3]1[CH:4]=[CH:5][C:6]([CH2:7][O:8][C:9]2[C:18](=[O:19])[C:17]3[C:12](=[C:13]([C:20]([NH2:21])=[O:25])[CH:14]=[CH:15][CH:16]=3)[N:11]([CH3:22])[CH:10]=2)=[CH:23][CH:24]=1 |f:1.2|. Procedure: A solution of 3-((4-methoxybenzyl)oxy)-1-methyl-4-oxo-1,4-dihydroquinoline-8-carbonitrile (1.75 g, 5.46 mmol) and 25% aqueous sodium hydroxide (20 mL) in methanol (100 mL) was stirred at reflux for 3 h. After complete consumption of the nitrile, the mixture was concentrated to remove ˜75% of the methanol. The mixture was acidified to pH 3 with 1 M HCl (aq), and partitioned between EtOAc and brine. The organic phase was separated, dried over sodium sulfate and concentrated in vacuo. The crude pro... Starting materials: Br, COC(=O)Cc1cnc(N)s1, CCN(C(C)C)C(C)C, O=C=Nc1cccc(C(F)(F)F)c1, CN(C)C=O. Yields the product COC(=O)Cc1cnc(NC(=O)Nc2cccc(C(F)(F)F)c2)s1. RXN SMILES: [BrH:1].[CH3:2][O:3][C:4]([CH2:5][c:6]1[cH:7][n:8][c:9]([NH2:11])[s:10]1)=[O:12].[CH:13]([N:14]([CH2:15][CH3:16])[CH:17]([CH3:18])[CH3:19])([CH3:20])[CH3:21].[F:22][C:23]([c:24]1[cH:25][c:26]([N:30]=[C:31]=[O:32])[cH:27][cH:28][cH:29]1)([F:33])[F:34].[O:35]=[CH:36][N:37]([CH3:38])[CH3:39]>>[CH3:2][O:3][C:4]([CH2:5][c:6]1[cH:7][n:8][c:9]([NH:11][C:31]([NH:30][c:26]2[cH:25][c:24]([C:23]([F:22])([F:33])[F:34])[cH:29][cH:28][cH:27]2)=[O:32])[s:10]1)=[O:12]. Starting materials: C1COCCN1, CN1CCCC1=O, CCN(C(C)C)C(C)C, Cl, O=[N+]([O-])c1cc(F)c(F)c(F)c1, O. Product: O=[N+]([O-])c1cc(F)c(N2CCOCC2)c(F)c1. RXN SMILES: [CH2:1]1[CH2:2][O:3][CH2:4][CH2:5][NH:6]1.[CH3:28][N:29]1[CH2:30][CH2:31][CH2:32][C:33]1=[O:34].[CH:7]([N:8]([CH2:9][CH3:10])[CH:11]([CH3:12])[CH3:13])([CH3:14])[CH3:15].[ClH:36].[F:16][c:17]1[cH:18][c:19]([N+:25](=[O:26])[O-:27])[cH:20][c:21]([F:24])[c:22]1[F:23].[OH2:35]>>[CH2:1]1[CH2:2][O:3][CH2:4][CH2:5][N:6]1[c:22]1[c:17]([F:16])[cH:18][c:19]([N+:25](=[O:26])[O-:27])[cH:20][c:21]1[F:24]. Reactants: C(C)(C)(C)OC(NC1=CC(=CC=C1)C1(CCC(CC1)N1CC(C1)NC(CNC(C1=CC(=CC=C1)C(F)(F)F)=O)=O)O)=O ([3-(1-Hydroxy-4-{3-[2-(3-trifluoromethyl-benzoylamino)-acetylamino]-azetidin-1-yl}-cyclohexyl)-phenyl]-carbamic acid tert-butyl ester), Cl (HCl). Solvent: C(Cl)Cl (DCM). Product: NC=1C=C(C=CC1)C1(CCC(CC1)N1CC(C1)NC(=O)CNC(C1=CC(=CC=C1)C(F)(F)F)=O)O (N-({1-[4-(3-Amino-phenyl)-4-hydroxy-cyclohexyl]-azetidin-3-ylcarbamoyl}-methyl)-3-trifluoromethyl-benzamide). As a reaction SMILES: C(OC(=O)[NH:7][C:8]1[CH:13]=[CH:12][CH:11]=[C:10]([C:14]2([OH:41])[CH2:19][CH2:18][CH:17]([N:20]3[CH2:23][CH:22]([NH:24][C:25](=[O:40])[CH2:26][NH:27][C:28](=[O:39])[C:29]4[CH:34]=[CH:33][CH:32]=[C:31]([C:35]([F:38])([F:37])[F:36])[CH:30]=4)[CH2:21]3)[CH2:16][CH2:15]2)[CH:9]=1)(C)(C)C.Cl>C(Cl)Cl>[NH2:7][C:8]1[CH:9]=[C:10]([C:14]2([OH:41])[CH2:15][CH2:16][CH:17]([N:20]3[CH2:23][CH:22]([NH:24][C:25]([CH2:26][NH:27][C:28](=[O:39])[C:29]4[CH:34]=[CH:33][CH:32]=[C:31]([C:35]([F:38])([F:36])[F:37])[CH:30]=4)=[O:40])[CH2:21]3)[CH2:18][CH2:19]2)[CH:11]=[CH:12][CH:13]=1. Procedure: To a solution of [3-(1-Hydroxy-4-{3-[2-(3-trifluoromethyl-benzoylamino)-acetylamino]-azetidin-1-yl}-cyclohexyl)-phenyl]-carbamic acid tert-butyl ester (as prepared in the previous step, 25 mg) in DCM (1 mL) was added 4N HCl (200 μL). The reaction was stirred at RT and concentrated in vacuo resulting in the title compound. The reactants are ClC=1C=C(C=CC1)C(N1CCNCC1)C1=CC=CC=C1 (1-[(3-Chlorophenyl)phenylmethyl]piperazine), ClCCCCCCS(=O)(=O)N (6-chlorohexanesulfonamide). The solvent is C(C)N(C(C)C)C(C)C (N-ethyldiisopropylamine). Product: ClC=1C=C(C=CC1)C(N1CCN(CC1)CCCCCCS(=O)(=O)N)C1=CC=CC=C1 (6-[4-[(3-chlorophenyl)phenylmethyl]1-piperazinyl]hexanesulfonamide). Isolated yield 95.6%. As a reaction SMILES: [Cl:1][C:2]1[CH:3]=[C:4]([CH:8]([C:15]2[CH:20]=[CH:19][CH:18]=[CH:17][CH:16]=2)[N:9]2[CH2:14][CH2:13][NH:12][CH2:11][CH2:10]2)[CH:5]=[CH:6][CH:7]=1.Cl[CH2:22][CH2:23][CH2:24][CH2:25][CH2:26][CH2:27][S:28]([NH2:31])(=[O:30])=[O:29]>C(N(C(C)C)C(C)C)C>[Cl:1][C:2]1[CH:3]=[C:4]([CH:8]([C:15]2[CH:20]=[CH:19][CH:18]=[CH:17][CH:16]=2)[N:9]2[CH2:10][CH2:11][N:12]([CH2:22][CH2:23][CH2:24][CH2:25][CH2:26][CH2:27][S:28]([NH2:31])(=[O:30])=[O:29])[CH2:13][CH2:14]2)[CH:5]=[CH:6][CH:7]=1. Reported procedure: 1-[(3-Chlorophenyl)phenylmethyl]piperazine (500 mg, 1.74 mmol) and 6-chlorohexanesulfonamide (383 mg, 1.92 mmol) synthesized referring to a process described in J. Org. Chem. 52, 2162 (1987) were refluxed in N-ethyldiisopropylamine (5 ml) for 6 hours. The reaction mixture was concentrated in vacuo, and water was added thereto. The mixture was extracted with chloroform. The chloroform layer was washed with water, and dried over anhydrous magnesium sulfate. Subsequently, the solvent was removed by... As a reaction SMILES: [CH2:1]([NH2:2])[CH2:3][CH2:4][CH3:5].[CH3:31][C:32](=[O:33])[OH:34].[CH:6](=[O:7])[c:8]1[cH:9][cH:10][c:11]([C:12](=[O:13])[O:14][CH3:15])[cH:16][cH:17]1.[N+:24](=[O:25])([O-:26])[CH2:27][CH2:28][CH2:29][CH3:30].[OH2:35].[cH:18]1[cH:19][cH:20][cH:21][cH:22][cH:23]1>>[CH:6]([c:8]1[cH:9][cH:10][c:11]([C:12](=[O:13])[O:14][CH3:15])[cH:16][cH:17]1)=[C:27]([N+:24](=[O:25])[O-:26])[CH2:28][CH2:29][CH3:30]. Reactants: CCCCN, CC(=O)O, COC(=O)c1ccc(C=O)cc1, CCCC[N+](=O)[O-], O, c1ccccc1. The product is CCCC(=Cc1ccc(C(=O)OC)cc1)[N+](=O)[O-]. Reactants: CC1=C(C=CC(=C1)C)C1=NC(=NC=N1)Cl (2,4-dimethylphenyl-2-chloro-s-triazine), C(CC)O (n-propanol), CS(=O)(=O)O (methane-sulfonic acid). Run in C1(=CC(=CC=C1)C)C (m-xylene). Reaction conditions: temperature 90 celsius, time 1 hour. The product is CC1=C(C=CC(=C1)C)C1(NC=NC(=N1)C1=C(C=C(C=C1)C)C)OCCC (2,4-Bis-(2,4-dimethylphenyl)-2-(n-propoxy)-s-triazine). Reaction SMILES: [CH3:1][C:2]1[CH:7]=[C:6]([CH3:8])[CH:5]=[CH:4][C:3]=1[C:9]1[N:14]=[CH:13][N:12]=[C:11](Cl)[N:10]=1.[CH2:16]([OH:19])[CH2:17][CH3:18].CS(O)(=O)=O>C1(C)C=CC=C(C)C=1>[CH3:1][C:2]1[CH:7]=[C:6]([CH3:8])[CH:5]=[CH:4][C:3]=1[C:9]1([O:19][CH2:16][CH2:17][CH3:18])[N:10]=[C:11]([C:3]2[CH:4]=[CH:5][C:6]([CH3:8])=[CH:7][C:2]=2[CH3:1])[N:12]=[CH:13][NH:14]1. Procedure details: A 500 mL round-bottomed flask fitted with a condenser, a magnetic stirrer and a nitrogen atmosphere is charged with 5.48 g (0.0169 mol) of 4,6-bis-(2,4-dimethylphenyl-2-chloro-s-triazine, 10.2 g (0.169 mol) of n-propanol, 2,37 g (0.0246 mol) of methane-sulfonic acid and 25 mL of m-xylene. The mixture is stirred at 90° C. for one hour. The mixture is then allowed to cool to room temperature and vacuum filtered through a plug of silica gel which is subsequently washed with 95:5 heptane:ethyl aceta...